Dataset: the Open Reaction Database (ORD), a public repository of structured organic reaction records. Task: describe an organic reaction: reactants, conditions, products, and yield Reactants: product, C([O-])([O-])=O.[K+].[K+] (potassium carbonate), ClC=1N=NC(=CC1)C1=NC(=NO1)C (3-chloro-6-(3-methyl-1,2,4-oxadiazol-5-yl)pyridazine), Cl.N1CCC2(CC1)CCC1=CC=CC=C12 (2,3-dihydrospiro[indene-1,4′-piperidine] hydrochloride). Yields the product CC1=NOC(=N1)C1=CC=C(N=N1)N1CCC2(CC1)CCC1=CC=CC=C12 (1′-[6-(3-methyl-1,2,4-oxadiazol-5-yl)pyridazin-3-yl]-2,3-dihydrospiro[indene-1,4′-piperidine]). As a reaction SMILES: Cl[C:2]1[N:3]=[N:4][C:5]([C:8]2[O:12][N:11]=[C:10]([CH3:13])[N:9]=2)=[CH:6][CH:7]=1.Cl.[NH:15]1[CH2:20][CH2:19][C:18]2([C:28]3[C:23](=[CH:24][CH:25]=[CH:26][CH:27]=3)[CH2:22][CH2:21]2)[CH2:17][CH2:16]1.C(=O)([O-])[O-].[K+].[K+]>>[CH3:13][C:10]1[N:9]=[C:8]([C:5]2[N:4]=[N:3][C:2]([N:15]3[CH2:20][CH2:19][C:18]4([C:28]5[C:23](=[CH:24][CH:25]=[CH:26][CH:27]=5)[CH2:22][CH2:21]4)[CH2:17][CH2:16]3)=[CH:7][CH:6]=2)[O:12][N:11]=1 |f:1.2,3.4.5|. Procedure details: The object product (175 mg, 76%) was obtained in the same manner as in Example 1 and using 3-chloro-6-(3-methyl-1,2,4-oxadiazol-5-yl)pyridazine (130 mg) obtained in Example 43(2), 2,3-dihydrospiro[indene-1,4′-piperidine] hydrochloride (180 mg) and potassium carbonate (110 mg). Reactants: nitro diester, FC1=C(C=CC(=C1)[N+](=O)[O-])C(C(=O)OC)C(=O)OC (Dimethyl 2-(2-fluoro-4-nitrophenyl)malonate), C(C=C)(=O)OC (methyl acrylate), C[O-].[Na+] (sodium methoxide). Solvent: CO (methanol), ClCCl (dichloromethane). Reaction conditions: time 40 hour. Yields the product FC1=C(C=CC(=C1)[N+](=O)[O-])C(CCC(=O)OC)(C(=O)OC)C(=O)OC (Trimethyl 1-(2-fluoro-4-nitrophenyl)propane-1,1,3-tricarboxylate). Yield: 84.7%. Reaction SMILES: [F:1][C:2]1[CH:7]=[C:6]([N+:8]([O-:10])=[O:9])[CH:5]=[CH:4][C:3]=1[CH:11]([C:16]([O:18][CH3:19])=[O:17])[C:12]([O:14][CH3:15])=[O:13].[C:20]([O:24][CH3:25])(=[O:23])[CH:21]=[CH2:22].C[O-].[Na+]>CO.ClCCl>[F:1][C:2]1[CH:7]=[C:6]([N+:8]([O-:10])=[O:9])[CH:5]=[CH:4][C:3]=1[C:11]([C:16]([O:18][CH3:19])=[O:17])([C:12]([O:14][CH3:15])=[O:13])[CH2:22][CH2:21][C:20]([O:24][CH3:25])=[O:23] |f:2.3|. Reported procedure: To a solution of the nitro diester, Dimethyl 2-(2-fluoro-4-nitrophenyl)malonate (86) (0.44 g, 1.62 mmol) and methyl acrylate (0.22 mL, 2.43 mmol) in absolute methanol (5 mL) was added a catalytic amount of sodium methoxide at 21° C. under argon. The reaction mixture was stirred for 40 h at the same temperature and then diluted with dichloromethane (50 mL). The resulting mixture was washed with water, brine and dried. The residue obtained upon evaporation of the solvents was purified on a silica ... Starting materials: solution, COS(=O)(=O)[O-].CC=1C=CC=C2[NH+]=C3C=CC=CC3=NC12 (9-methylphenazinium methylsulphate), [OH-].[Na+] (sodium hydroxide). The solvent is O (water). Reaction conditions: time 5 hour. Product: O=C1CC=CC2=NC3=C(C=CC=C3N=C12)C (4-keto-9-methylphenazine). Isolated yield 58.0%. RXN SMILES: [CH3:1][O:2]S([O-])(=O)=O.[CH3:7][C:8]1[CH:9]=[CH:10][CH:11]=[C:12]2[C:21]=1[N:20]=[C:19]1[C:14](C=[CH:16][CH:17]=[CH:18]1)=[NH+:13]2.[OH-].[Na+]>O>[O:2]=[C:1]1[C:14]2[C:19](=[N:20][C:21]3[C:12]([N:13]=2)=[CH:11][CH:10]=[CH:9][C:8]=3[CH3:7])[CH:18]=[CH:17][CH2:16]1 |f:0.1,2.3|. Procedure: Further steps of the process are conducted as described in Example 1 hereinbefore. The solution of 9-methylphenazinium methylsulphate in distilled water is first irradiated for 3 hours and the reaction mixture is brought to the pH of 8.5 by using a 0.1N solution of sodium hydroxide, whereafter the irradiation is continued for additional 5 hours to give 0.79 g (58%) of 4-keto-9-methylphenazine in the form of blue crystals with the melting point of 133°-135° C. The reactants are Cc1ccccc1, C[Si](C)(C)Cl, CCCCC, ClSC1CCCCC1, N, c1ccc2[nH]cnc2c1. Product: c1ccc2c(c1)ncn2SC1CCCCC1. Reaction SMILES: [CH3:24][c:25]1[cH:26][cH:27][cH:28][cH:29][cH:30]1.[CH3:2][Si:3]([CH3:4])([CH3:5])[Cl:6].[CH3:31][CH2:32][CH2:33][CH2:34][CH3:35].[CH:16]1([S:22][Cl:23])[CH2:17][CH2:18][CH2:19][CH2:20][CH2:21]1.[NH3:1].[n:7]1[cH:8][nH:9][c:10]2[c:11]1[cH:12][cH:13][cH:14][cH:15]2>>[n:7]1([S:22][CH:16]2[CH2:17][CH2:18][CH2:19][CH2:20][CH2:21]2)[cH:8][n:9][c:10]2[c:11]1[cH:12][cH:13][cH:14][cH:15]2. Procedure details: A mixture of 1,3,4,6-tetra-O-acetyl-2-deoxy-2-phthalimido-β-D-galactose (680 mg, 1.425 mmol), methylthiotrimethylsilane (0.8 ml, 5.64 mmol), and trimethyl silyl triflate (0.32 ml, 1.66 mmol) in CH2Cl2 was stirred at room temperature for 2 days. Diisopropylamine (~1 ml) was added, diluted with CH2Cl2 (~50 ml) and washed with saturated NaHCO3 solution and water, respectively. The organic layer was dried (Na2SO4) and evaporated to dryness. Column chromatography (heptane-EtOAc) gave pure 20 (630 mg,... Run at time 2 day. Run in C(Cl)Cl (CH2Cl2), C(Cl)Cl (CH2Cl2). Yield: 95.0%. Reactants: C(C)(C)NC(C)C (Diisopropylamine), C(C)(=O)O[C@H]1[C@@H]([C@@H](OC(C)=O)[C@@H](OC(C)=O)[C@H](O1)COC(C)=O)N1C(C=2C(C1=O)=CC=CC2)=O (1,3,4,6-tetra-O-acetyl-2-deoxy-2-phthalimido-β-D-galactose), CS[Si](C)(C)C (methylthiotrimethylsilane), trimethyl silyl triflate. Product: C(C)(=O)O[C@@H]1[C@H]([C@H](SC)O[C@@H]([C@@H]1OC(C)=O)COC(C)=O)N1C(C=2C(C1=O)=CC=CC2)=O (Methyl 3,4,6-tri-O-acetyl-2-deoxy-2-phthalimido-1-thio-β-D-galactopyranoside). Reaction SMILES: C(O[C@@H:5]1[O:18][C@H:17]([CH2:19][O:20][C:21](=[O:23])[CH3:22])[C@H:12]([O:13][C:14](=[O:16])[CH3:15])[C@H:7]([O:8][C:9](=[O:11])[CH3:10])[C@H:6]1[N:24]1[C:28](=[O:29])[C:27]2=[CH:30][CH:31]=[CH:32][CH:33]=[C:26]2[C:25]1=[O:34])(=O)C.[CH3:35][S:36][Si](C)(C)C.C(NC(C)C)(C)C>C(Cl)Cl>[C:9]([O:8][C@H:7]1[C@@H:12]([O:13][C:14](=[O:16])[CH3:15])[C@@H:17]([CH2:19][O:20][C:21](=[O:23])[CH3:22])[O:18][C@@H:5]([S:36][CH3:35])[C@@H:6]1[N:24]1[C:28](=[O:29])[C:27]2=[CH:30][CH:31]=[CH:32][CH:33]=[C:26]2[C:25]1=[O:34])(=[O:11])[CH3:10]. The reactants are N[C@H](C(=O)NC=1C=C(C(=O)N[C@@H](CC=2C(=C(C(=O)OC(C)(C)C)C=CC2)OC)B2OC3(C4C(C(CC3O2)C4)(C)C)C)C=CC1CN(C)C)CNC(=O)OC(C)(C)C (tert-butyl 3-((2R)-2-(3-((S)-2-amino-3-(tert-butoxycarbonylamino)propanamido)-4-((dimethylamino)methyl)benzamido)-2-(2,9,9-trimethyl-3,5-dioxa-4-bora-tricyclo[6.1.1.02,6]dec-4-yl)ethyl)-2-methoxybenzoate), B(Cl)(Cl)Cl (BCl3). As a reaction SMILES: [NH2:1][C@@H:2]([CH2:49][NH:50]C(OC(C)(C)C)=O)[C:3]([NH:5][C:6]1[CH:7]=[C:8]([CH:42]=[CH:43][C:44]=1[CH2:45][N:46]([CH3:48])[CH3:47])[C:9]([NH:11][C@H:12]([B:29]1[O:37]C2C(C)(C3CC(C2)C3(C)C)[O:30]1)[CH2:13][C:14]1[C:15](OC)=[C:16]([CH:24]=[CH:25][CH:26]=1)[C:17]([O:19]C(C)(C)C)=[O:18])=[O:10])=[O:4].B(Cl)(Cl)Cl>>[NH2:1][C@@H:2]([CH2:49][NH2:50])[C:3]([NH:5][C:6]1[CH:7]=[C:8]([CH:42]=[CH:43][C:44]=1[CH2:45][N:46]([CH3:48])[CH3:47])[C:9]([NH:11][C@H:12]1[CH2:13][C:14]2[CH:26]=[CH:25][CH:24]=[C:16]([C:17]([OH:19])=[O:18])[C:15]=2[O:37][B:29]1[OH:30])=[O:10])=[O:4]. The product is N[C@H](C(=O)NC=1C=C(C(=O)N[C@@H]2B(OC3=C(C2)C=CC=C3C(=O)O)O)C=CC1CN(C)C)CN ((R)-3-(3-((S)-2,3-diaminopropanamido)-4-((dimethylamino)methyl)benzamido)-2-hydroxy-3,4-dihydro-2H-benzo[e][1,2]oxaborinine-8-carboxylic acid). Reported procedure: Prepared from tert-butyl 3-((2R)-2-(3-((S)-2-amino-3-(tert-butoxycarbonylamino)propanamido)-4-((dimethylamino)methyl)benzamido)-2-(2,9,9-trimethyl-3,5-dioxa-4-bora-tricyclo[6.1.1.02,6]dec-4-yl)ethyl)-2-methoxybenzoate and BCl3 following the procedure described in Step 2 of Example 3. The crude product was purified by reverse phase preparative HPLC and dried using lyophilization. ESI-MS m/z 470 (MH)+. Reactants: Ice water, [H-].[Na+] (sodium hydride), COC1=CC=C(C=C1)C1(OC1)C (2-(4-Methoxyphenyl)-2-methyloxirane), CN1CC2=C(NC=3C=CC(=CC23)C)CC1 (2,8-Dimethyl-2,3,4,5-tetrahydro-1H-pyrido[4,3-b]indole). Run in CN(C)C=O (DMF). Run at time 10 minute. Product: CN1CC2=C(N(C=3C=CC(=CC23)C)CC(C)(O)C2=CC=C(C=C2)OC)CC1 (1-(2,8-dimethyl-3,4-dihydro-1H-pyrido[4,3-b]indol-5(2H)-yl)-2-(4-methoxyphenyl)propan-2-ol). Reaction SMILES: [H-].[Na+].[CH3:3][N:4]1[CH2:17][CH2:16][C:7]2[NH:8][C:9]3[CH:10]=[CH:11][C:12]([CH3:15])=[CH:13][C:14]=3[C:6]=2[CH2:5]1.[CH3:18][O:19][C:20]1[CH:25]=[CH:24][C:23]([C:26]2([CH3:29])[CH2:28][O:27]2)=[CH:22][CH:21]=1>CN(C=O)C>[CH3:3][N:4]1[CH2:17][CH2:16][C:7]2[N:8]([CH2:29][C:26]([C:23]3[CH:22]=[CH:21][C:20]([O:19][CH3:18])=[CH:25][CH:24]=3)([OH:27])[CH3:28])[C:9]3[CH:10]=[CH:11][C:12]([CH3:15])=[CH:13][C:14]=3[C:6]=2[CH2:5]1 |f:0.1|. Procedure details: A flask was charged with sodium hydride 60% (0.803 mg, 20.12 mmol) in DMF and stirred at RT for 10 min. 2,8-Dimethyl-2,3,4,5-tetrahydro-1H-pyrido[4,3-b]indole (1.28 g, 6.4 mmol) was added and the mixture stirred at RT for 1 h. 2-(4-Methoxyphenyl)-2-methyloxirane (1.5 g, 9.14 mmol) was added and the mixture stirred at RT overnight. Ice water was added and the mixture extracted with ethyl acetate (3×). The combined organic layers were washed with water (4×) and concentrated, followed by purificati...